From a dataset of the Open Reaction Database (ORD), a public repository of structured organic reaction records. describe an organic reaction: reactants, conditions, products, and yield Procedure details: In analogy to example 3.1, 6-(4-Bromo-butoxy)-3-(4-fluoro-phenyl)-benzo[b]thiophene and 2-(ethylamino)ethanol were converted to yield 2-(Ethyl-{4-[3-(4-fluoro-phenyl)-benzo[b]thiophen-6-yloxy]-butyl}-amino)-ethanol as colorless oil, MS: 388 (MH+). As a reaction SMILES: Br[CH2:2][CH2:3][CH2:4][CH2:5][O:6][C:7]1[CH:8]=[CH:9][C:10]2[C:14]([C:15]3[CH:20]=[CH:19][C:18]([F:21])=[CH:17][CH:16]=3)=[CH:13][S:12][C:11]=2[CH:22]=1.[CH2:23]([NH:25][CH2:26][CH2:27][OH:28])[CH3:24]>>[CH2:23]([N:25]([CH2:2][CH2:3][CH2:4][CH2:5][O:6][C:7]1[CH:8]=[CH:9][C:10]2[C:14]([C:15]3[CH:20]=[CH:19][C:18]([F:21])=[CH:17][CH:16]=3)=[CH:13][S:12][C:11]=2[CH:22]=1)[CH2:26][CH2:27][OH:28])[CH3:24]. Product: C(C)N(CCO)CCCCOC=1C=CC2=C(SC=C2C2=CC=C(C=C2)F)C1 (2-(Ethyl-{4-[3-(4-fluoro-phenyl)-benzo[b]thiophen-6-yloxy]-butyl}-amino)-ethanol). The reactants are BrCCCCOC=1C=CC2=C(SC=C2C2=CC=C(C=C2)F)C1 (6-(4-Bromo-butoxy)-3-(4-fluoro-phenyl)-benzo[b]thiophene), C(C)NCCO (2-(ethylamino)ethanol). The reactants are [Na] (sodium), [Cl-].[Na+] (sodium chloride), C(CC(=O)OCC)(=O)OCC (diethyl malonate), C(=C)C1=CC=C(CCl)C=C1 (p-vinylbenzyl chloride). The solvent is O (water), C(C)O (ethanol). Yields the product C(=C)C1=CC=C(CC(C(=O)OCC)C(=O)OCC)C=C1 (diethyl 2-(p-vinylbenzyl)malonate). The yield is 70.1%. As a reaction SMILES: [Na].[C:2]([O:10][CH2:11][CH3:12])(=[O:9])[CH2:3][C:4]([O:6][CH2:7][CH3:8])=[O:5].[CH:13]([C:15]1[CH:22]=[CH:21][C:18]([CH2:19]Cl)=[CH:17][CH:16]=1)=[CH2:14].[Cl-].[Na+]>O.C(O)C>[CH:13]([C:15]1[CH:22]=[CH:21][C:18]([CH2:19][CH:3]([C:4]([O:6][CH2:7][CH3:8])=[O:5])[C:2]([O:10][CH2:11][CH3:12])=[O:9])=[CH:17][CH:16]=1)=[CH2:14] |f:3.4,^1:0|. Procedure: Into a flask containing 100 ml of dry ethanol were fed 2.43 g (0.106 mole) of metallic sodium, 50.77 g (0.317 mole) of diethyl malonate and 16.12 g (0.106 mole) of p-vinylbenzyl chloride in dry nitrogen gas atmosphere. The mixture was subjected to reaction at the reflux temperature for 3 hours. 100 ml of pure water was added to the reaction mixture to dissolve the sodium chloride (NaCl) generated by the reaction. Extraction was carried out with three 100 ml-portions of methylene chloride to obta... The reactants are CCN(CC)CCCN, C1CCOC1, C(=NC1CCCCC1)=NC1CCCCC1, On1nnc2ccccc21, CCCCCN(CCCCC)C(=O)N1CCN(C(=O)N(c2ccccc2)c2ccccc2)C(C(=O)O)C1. Reaction SMILES: [CH2:63]([CH3:64])[N:65]([CH2:66][CH2:67][CH2:68][NH2:69])[CH2:70][CH3:71].[CH2:72]1[O:73][CH2:74][CH2:75][CH2:76]1.[CH:48]1([N:49]=[C:50]=[N:51][CH:52]2[CH2:53][CH2:54][CH2:55][CH2:56][CH2:57]2)[CH2:58][CH2:59][CH2:60][CH2:61][CH2:62]1.[OH:38][n:39]1[c:40]2[c:41]([cH:42][cH:43][cH:44][cH:45]2)[n:46][n:47]1.[c:1]1([N:7]([C:8](=[O:9])[N:10]2[CH:11]([C:29](=[O:30])[OH:31])[CH2:12][N:13]([C:16]([N:17]([CH2:18][CH2:19][CH2:20][CH2:21][CH3:22])[CH2:23][CH2:24][CH2:25][CH2:26][CH3:27])=[O:28])[CH2:14][CH2:15]2)[c:32]2[cH:33][cH:34][cH:35][cH:36][cH:37]2)[cH:2][cH:3][cH:4][cH:5][cH:6]1>>[c:1]1([N:7]([C:8](=[O:9])[N:10]2[CH:11]([C:29](=[O:30])[NH:69][CH2:68][CH2:67][CH2:66][N:65]([CH2:63][CH3:64])[CH2:70][CH3:71])[CH2:12][N:13]([C:16]([N:17]([CH2:18][CH2:19][CH2:20][CH2:21][CH3:22])[CH2:23][CH2:24][CH2:25][CH2:26][CH3:27])=[O:28])[CH2:14][CH2:15]2)[c:32]2[cH:33][cH:34][cH:35][cH:36][cH:37]2)[cH:2][cH:3][cH:4][cH:5][cH:6]1. The product is CCCCCN(CCCCC)C(=O)N1CCN(C(=O)N(c2ccccc2)c2ccccc2)C(C(=O)NCCCN(CC)CC)C1. The reactants are C(\C=C/C(=O)OCC)(=O)OCC (diethyl maleate), ClC=1C(=NC=CC1)NN (3-chloro-2-hydrazinopyridine), [O-]CC.[Na+] (sodium ethoxide), solution, Cl (hydrochloric acid). The solvent is O (water), C(C)O (ethanol), C(C)O (ethanol), C(C)(=O)O (acetic acid). Reaction conditions: temperature 65 celsius. Yields the product ClC=1C(=NC=CC1)N1NC(CC1C(=O)OCC)=O (ethyl 2-(3-chloro-2-pyridinyl)-5-oxo-3-pyrazolidinecarboxylate). As a reaction SMILES: [Cl:1][C:2]1[C:3]([NH:8][NH2:9])=[N:4][CH:5]=[CH:6][CH:7]=1.[O-]CC.[Na+].[C:14](OCC)(=[O:22])/[CH:15]=[CH:16]\[C:17]([O:19][CH2:20][CH3:21])=[O:18].Cl>C(O)C.O.C(O)(=O)C>[Cl:1][C:2]1[C:3]([N:8]2[CH:16]([C:17]([O:19][CH2:20][CH3:21])=[O:18])[CH2:15][C:14](=[O:22])[NH:9]2)=[N:4][CH:5]=[CH:6][CH:7]=1 |f:1.2|. Reported procedure: To a mixture of 20 g of 3-chloro-2-hydrazinopyridine, 56 ml of sodium ethoxide (a 21% solution in ethanol) and 75 ml of ethanol was added dropwise 27 ml of diethyl maleate. The resulting mixture was heated to reflux for 10 minutes. The reaction mixture was allowed to cool to 65° C., and 15 ml of acetic acid was poured into the mixture. The reaction mixture was allowed to cool to room temperature. After 190 ml of water was poured into the reaction mixture, the mixture was adjusted to pH 2 by an a... The reactants are [OH-].[Na+] (sodium hydroxide), C(C)OC(CCN1C(=CC(=C1)C1=CC=CC=C1)C(=O)OCC)=O (ethyl 1-(3-ethoxy-3-oxo-propyl)-4-phenyl-pyrrole-2-carboxylate). Run in C(C)O (ethanol). Reaction conditions: temperature 55 celsius, time 2 hour. Product: C(=O)(O)CCN1C(=CC(=C1)C1=CC=CC=C1)C(=O)O (1-(2-carboxyethyl)-4-phenyl-pyrrole-2-carboxylic acid). Isolated yield 54.7%. Reaction SMILES: [OH-].[Na+].C([O:5][C:6](=[O:25])[CH2:7][CH2:8][N:9]1[CH:13]=[C:12]([C:14]2[CH:19]=[CH:18][CH:17]=[CH:16][CH:15]=2)[CH:11]=[C:10]1[C:20]([O:22]CC)=[O:21])C>C(O)C>[C:6]([CH2:7][CH2:8][N:9]1[CH:13]=[C:12]([C:14]2[CH:15]=[CH:16][CH:17]=[CH:18][CH:19]=2)[CH:11]=[C:10]1[C:20]([OH:22])=[O:21])([OH:25])=[O:5] |f:0.1|. Reported procedure: 10% Aqueous sodium hydroxide solution (20 mL) was added to a stirred solution of ethyl 1-(3-ethoxy-3-oxo-propyl)-4-phenyl-pyrrole-2-carboxylate (2.0 g, 6.35 mmol) in ethanol (20 mL). The reaction mixture was stirred for 2 h at 50-60° C. The ethanol was evaporated in vacuo and then water added to the residue and acidified with 5N HCl to pH 4-5. The precipitated solid was filtered, washed with water and dried in vacuo to afford 1-(2-carboxyethyl)-4-phenyl-pyrrole-2-carboxylic acid (900 mg, 56%) as... Starting materials: ON1C(CCC1=O)=O (N-hydroxysuccinimide), N(CC(=O)O)C(=O)OC(C)(C)C (BocGlyOH), N[C@@H](CCC(C)C)C(=O)N[C@@H](CCSC)C(=O)N.Cl (HLeu-MetNH2 hydrochloride), C1(CCCCC1)N=C=NC1CCCCC1 (dicyclohexylcarbodiimide). Yields the product N(CC(=O)N[C@@H](CC(C)C)C(=O)N[C@@H](CCSC)C(=O)N)C(=O)OC(C)(C)C (BocGly-Leu-MetNH2). Yield: 51.0%. As a reaction SMILES: [NH:1]([C:6]([O:8][C:9]([CH3:12])([CH3:11])[CH3:10])=[O:7])[CH2:2][C:3]([OH:5])=O.[NH2:13][C@H:14]([C:20]([NH:22][C@H:23]([C:28]([NH2:30])=[O:29])[CH2:24][CH2:25][S:26][CH3:27])=[O:21])[CH2:15][CH2:16][CH:17](C)C.Cl.[CH:32]1(N=C=NC2CCCCC2)CCCCC1.ON1C(=O)CCC1=O>>[NH:1]([C:6]([O:8][C:9]([CH3:12])([CH3:11])[CH3:10])=[O:7])[CH2:2][C:3]([NH:13][C@H:14]([C:20]([NH:22][C@H:23]([C:28]([NH2:30])=[O:29])[CH2:24][CH2:25][S:26][CH3:27])=[O:21])[CH2:15][CH:16]([CH3:17])[CH3:32])=[O:5] |f:1.2|. Procedure details: Condensation of BocGlyOH (4.4 g.) and HLeu-MetNH2 hydrochloride salt (Example 1, 7.5 g.) using dicyclohexylcarbodiimide and N-hydroxysuccinimide gave BocGly-Leu-MetNH2 in 51% yield. De-t-butoxycarbonylation of BocGly-Leu-MetNH2 using hydrogen chloride in acetic acid gave HGly-Leu-MetNH2 hydrochloride salt in 56% yield. The reactants are ClC1=CC=C(C=N1)N (6-chloropyridin-3-amine), FC1=NC=C(C=C1C1=NC(=NC(=N1)C)N(CC1=CC=C(C=C1)OC)CC1=CC=C(C=C1)OC)CN1[C@H](CN(CC1)S(=O)(=O)C)C ((S)-4-(2-fluoro-5-((2-methyl-4-(methylsulfonyl)piperazin-1-yl)methyl)pyridin-3-yl)-N,N-bis(4-methoxybenzyl)-6-methyl-1,3,5-triazin-2-amine). The product is ClC1=CC=C(C=N1)NC1=NC=C(C=C1C1=NC(=NC(=N1)C)N)CN1[C@H](CN(CC1)S(=O)(=O)C)C ((S)-4-(2-(6-Chloropyridin-3-Ylamino)-5-((2-Methyl-4-(Methylsulfonyl)Piperazin-1-yl)Methyl)Pyridin-3-yl)-6-Methyl-1,3,5-Triazin-2-Amine). Reaction SMILES: [Cl:1][C:2]1[N:7]=[CH:6][C:5]([NH2:8])=[CH:4][CH:3]=1.F[C:10]1[C:15]([C:16]2[N:21]=[C:20]([CH3:22])[N:19]=[C:18]([N:23](CC3C=CC(OC)=CC=3)CC3C=CC(OC)=CC=3)[N:17]=2)=[CH:14][C:13]([CH2:42][N:43]2[CH2:48][CH2:47][N:46]([S:49]([CH3:52])(=[O:51])=[O:50])[CH2:45][C@@H:44]2[CH3:53])=[CH:12][N:11]=1>>[Cl:1][C:2]1[N:7]=[CH:6][C:5]([NH:8][C:10]2[C:15]([C:16]3[N:21]=[C:20]([CH3:22])[N:19]=[C:18]([NH2:23])[N:17]=3)=[CH:14][C:13]([CH2:42][N:43]3[CH2:48][CH2:47][N:46]([S:49]([CH3:52])(=[O:50])=[O:51])[CH2:45][C@@H:44]3[CH3:53])=[CH:12][N:11]=2)=[CH:4][CH:3]=1. Procedure: The title compound was prepared from 6-chloropyridin-3-amine (Sigma Aldrich, Inc.) and (S)-4-(2-fluoro-5-((2-methyl-4-(methylsulfonyl)piperazin-1-yl)methyl)pyridin-3-yl)-N,N-bis(4-methoxybenzyl)-6-methyl-1,3,5-triazin-2-amine (preparation similar as reported in Example 316, Steps 1 to 2; from (S)-tert-butyl 3-methylpiperazine-1-carboxylate (Sigma Aldrich, Inc.)) via similar steps as previously described in Example 316 and isolated as a yellow solid. m/z (ESI, +ve ion) 504 (M+H)+. 1H NMR (400 MHz... Starting materials: COC(=O)C=1C(=C2C=NN(C2=CC1)S(=O)(=O)C1=CC=C(C=C1)C)NC1=C(C=C(C=C1)I)F (4-(2-fluoro-4-iodophenylamino)-1-(toluene-4-sulfonyl)-1H-indazole-5-carboxylic acid methyl ester), CCCC[Sn](CCCC)(CCCC)O[Sn](CCCC)(CCCC)CCCC (bis(tributyltin) oxide). The solvent is C1(=CC=CC=C1)C (toluene). Product: FC1=C(C=CC(=C1)I)NC1=C2C=NN(C2=CC=C1C(=O)O)S(=O)(=O)C1=CC=C(C=C1)C (4-(2-Fluoro-4-iodo-phenylamino)-1-(toluene-4-sulfonyl)-1H-indazole-5-carboxylic acid). Isolated yield 91.7%. As a reaction SMILES: C[O:2][C:3]([C:5]1[C:6]([NH:24][C:25]2[CH:30]=[CH:29][C:28]([I:31])=[CH:27][C:26]=2[F:32])=[C:7]2[C:11](=[CH:12][CH:13]=1)[N:10]([S:14]([C:17]1[CH:22]=[CH:21][C:20]([CH3:23])=[CH:19][CH:18]=1)(=[O:16])=[O:15])[N:9]=[CH:8]2)=[O:4].CCCC[Sn](O[Sn](CCCC)(CCCC)CCCC)(CCCC)CCCC>C1(C)C=CC=CC=1>[F:32][C:26]1[CH:27]=[C:28]([I:31])[CH:29]=[CH:30][C:25]=1[NH:24][C:6]1[C:5]([C:3]([OH:4])=[O:2])=[CH:13][CH:12]=[C:11]2[C:7]=1[CH:8]=[N:9][N:10]2[S:14]([C:17]1[CH:18]=[CH:19][C:20]([CH3:23])=[CH:21][CH:22]=1)(=[O:16])=[O:15]. Reported procedure: To a solution of 4-(2-fluoro-4-iodophenylamino)-1-(toluene-4-sulfonyl)-1H-indazole-5-carboxylic acid methyl ester (0.51 g, 0.91 mmol) in toluene (5 mL) was added bis(tributyltin) oxide (0.92 mL, 1.8 mmol) and the reaction mixture heated at reflux for 48 hours. The reaction mixture was concentrated in vacuo and the resultant residue subjected to flash chromatography (Si—PPC, gradient 0-10% methanol in DCM) to yield the title compound as a light brown solid (0.46 g, 92%). LCMS (Method B): RT=4.27 ... Starting materials: C1CCC2=NCCCN2CC1, CC#N, CC1(C)OC(=O)C(Oc2ccc(Cl)cn2)=C1c1ccc(S(C)(=O)=O)cc1, O=c1[nH]cc(Cl)cc1Cl. Product: CC1(C)OC(=O)C(Oc2ncc(Cl)cc2Cl)=C1c1ccc(S(C)(=O)=O)cc1. RXN SMILES: [CH2:36]1[CH2:37][CH2:38][C:39]2=[N:44][CH2:43][CH2:42][CH2:41][N:40]2[CH2:45][CH2:46]1.[CH3:47][C:48]#[N:49].[Cl:1][c:2]1[cH:3][cH:4][c:5]([O:8][C:9]2=[C:13]([c:14]3[cH:15][cH:16][c:17]([S:20](=[O:21])(=[O:22])[CH3:23])[cH:18][cH:19]3)[C:12]([CH3:24])([CH3:25])[O:11][C:10]2=[O:26])[n:6][cH:7]1.[Cl:27][c:28]1[c:29](=[O:30])[nH:31][cH:32][c:33]([Cl:34])[cH:35]1>>[Cl:1][c:2]1[cH:3][c:4]([Cl:27])[c:5]([O:8][C:9]2=[C:13]([c:14]3[cH:15][cH:16][c:17]([S:20](=[O:21])(=[O:22])[CH3:23])[cH:18][cH:19]3)[C:12]([CH3:24])([CH3:25])[O:11][C:10]2=[O:26])[n:6][cH:7]1.